Dataset: the Open Reaction Database (ORD), a public repository of structured organic reaction records. Task: describe an organic reaction: reactants, conditions, products, and yield Starting materials: ClC(Cl)Cl, C=C(c1ccc(Cl)cc1)C1(Oc2ccc(Cl)cc2)CC1, O=C(OO)c1cccc(Cl)c1, [Na+], [OH-]. The product is Clc1ccc(OC2(C3(c4ccc(Cl)cc4)CO3)CC2)cc1. Reaction SMILES: [CH:34]([Cl:35])([Cl:36])[Cl:37].[Cl:12][c:13]1[cH:14][cH:15][c:16]([C:19](=[CH2:20])[C:21]2([O:24][c:25]3[cH:26][cH:27][c:28]([Cl:31])[cH:29][cH:30]3)[CH2:22][CH2:23]2)[cH:17][cH:18]1.[Cl:1][c:2]1[cH:3][cH:4][cH:5][c:6]([C:7]([O:8][OH:10])=[O:9])[cH:11]1.[Na+:33].[OH-:32]>>[O:9]1[C:19]([c:16]2[cH:15][cH:14][c:13]([Cl:12])[cH:18][cH:17]2)([C:21]2([O:24][c:25]3[cH:26][cH:27][c:28]([Cl:31])[cH:29][cH:30]3)[CH2:22][CH2:23]2)[CH2:20]1. Starting materials: CCOC(CN)OCC, Cc1ccccc1, O=Cc1cc(Cl)cc(Cl)c1. The product is CCOC(CN=Cc1cc(Cl)cc(Cl)c1)OCC. RXN SMILES: [CH2:1]([CH3:2])[O:3][CH:4]([CH2:5][NH2:6])[O:7][CH2:8][CH3:9].[CH3:20][c:21]1[cH:22][cH:23][cH:24][cH:25][cH:26]1.[Cl:10][c:11]1[cH:12][c:13]([CH:14]=[O:15])[cH:16][c:17]([Cl:19])[cH:18]1>>[CH2:1]([CH3:2])[O:3][CH:4]([CH2:5][N:6]=[CH:14][c:13]1[cH:12][c:11]([Cl:10])[cH:18][c:17]([Cl:19])[cH:16]1)[O:7][CH2:8][CH3:9]. Yields the product CC(C)(C)OC(=O)NC1CCC(C2CCCCC2)CNC1=S. As a reaction SMILES: [CH3:1][O:2][c:3]1[cH:4][cH:5][c:6]([P:7]2(=[S:10])[S:8][P:9]([c:11]3[cH:12][cH:13][c:14]([O:15][CH3:16])[cH:17][cH:18]3)(=[S:19])[S:20]2)[cH:21][cH:22]1.[CH3:45][c:46]1[cH:47][cH:48][cH:49][cH:50][cH:51]1.[CH:23]1([CH:29]2[CH2:30][CH2:31][CH:32]([NH:37][C:38]([O:39][C:40]([CH3:41])([CH3:42])[CH3:43])=[O:44])[C:33](=[O:36])[NH:34][CH2:35]2)[CH2:24][CH2:25][CH2:26][CH2:27][CH2:28]1>>[S:10]=[C:33]1[CH:32]([NH:37][C:38]([O:39][C:40]([CH3:41])([CH3:42])[CH3:43])=[O:44])[CH2:31][CH2:30][CH:29]([CH:23]2[CH2:24][CH2:25][CH2:26][CH2:27][CH2:28]2)[CH2:35][NH:34]1. Starting materials: COc1ccc(P2(=S)SP(=S)(c3ccc(OC)cc3)S2)cc1, Cc1ccccc1, CC(C)(C)OC(=O)NC1CCC(C2CCCCC2)CNC1=O.